Dataset: the Open Reaction Database (ORD), a public repository of structured organic reaction records. Task: describe an organic reaction: reactants, conditions, products, and yield Reactants: CC(C)(C)C(=O)OCCl, CN(C)C=O, [K], O, O=C(O)Cc1ccc(O)cc1. Yields the product CC(C)(C)C(=O)OCOC(=O)Cc1ccc(O)cc1. As a reaction SMILES: [C:13]([C:14]([CH3:15])([CH3:16])[CH3:17])(=[O:18])[O:19][CH2:20][Cl:21].[CH3:23][N:24]([CH3:25])[CH:26]=[O:27].[K:1].[OH2:22].[OH:2][C:3](=[O:4])[CH2:5][c:6]1[cH:7][cH:8][c:9]([OH:10])[cH:11][cH:12]1>>[O:2]([C:3](=[O:4])[CH2:5][c:6]1[cH:7][cH:8][c:9]([OH:10])[cH:11][cH:12]1)[CH2:20][O:19][C:13]([C:14]([CH3:15])([CH3:16])[CH3:17])=[O:18]. The reactants are C(=O)[O-].[NH4+] (Ammonium formate), [N+](=O)([O-])C1=CC=CC2=NC3=CC=CC=C3C(=C12)N (1-nitro-9-aminoacridine), C(C)(=O)OCC (ethyl acetate), Pd Alumina, C(=O)[O-].[NH4+] (ammonium formate). The solvent is CO (Methanol). Product: NC1=CC=CC2=NC3=CC=CC=C3C(=C12)N (1,9-diaminoacridine). Isolated yield 40.1%. RXN SMILES: [N+:1]([C:4]1[C:17]2[C:8](=[N:9][C:10]3[C:15]([C:16]=2[NH2:18])=[CH:14][CH:13]=[CH:12][CH:11]=3)[CH:7]=[CH:6][CH:5]=1)([O-])=O.C(OCC)(=O)C.C([O-])=O.[NH4+]>CO>[NH2:1][C:4]1[C:17]2[C:8](=[N:9][C:10]3[C:15]([C:16]=2[NH2:18])=[CH:14][CH:13]=[CH:12][CH:11]=3)[CH:7]=[CH:6][CH:5]=1 |f:2.3|. Procedure details: To a 50 mL rbf equipped with a nitrogen bubbler were charged 1-nitro-9-aminoacridine (162 mg, 0.68 mmol) and ethyl acetate (3.4 mL). Methanol (1.7 mL) and Pd/Alumina 10% (22 mg) were added and the reaction mixture was stirred to a fine suspension. Ammonium formate (85 mg, 1.35 mmol) was added and the mixture was stirred for 20 min at room temperature. A further portion of ammonium formate (128 mg, 2.03 mmol) was then added. Stirring was maintained overnight. The reaction mixture was filtered to ...